The task is: describe an organic reaction: reactants, conditions, products, and yield. This data is from the Open Reaction Database (ORD), a public repository of structured organic reaction records. Reactants: ClC1=CC(=NC2=CC(=CC=C12)OC)C (4-chloro-7-methoxy-2-methylquinoline), C(CCC)C1=CC=C(N)C=C1 (4-butylaniline). The product is Cl.C(CCC)C1=CC=C(C=C1)NC1=CC(=NC2=CC(=CC=C12)OC)C (N-(4-Butylphenyl)-7-methoxy-2-methylquinolin-4-amine Hydrochloride). As a reaction SMILES: [Cl:1][C:2]1[C:11]2[C:6](=[CH:7][C:8]([O:12][CH3:13])=[CH:9][CH:10]=2)[N:5]=[C:4]([CH3:14])[CH:3]=1.[CH2:15]([C:19]1[CH:25]=[CH:24][C:22]([NH2:23])=[CH:21][CH:20]=1)[CH2:16][CH2:17][CH3:18]>>[ClH:1].[CH2:15]([C:19]1[CH:20]=[CH:21][C:22]([NH:23][C:2]2[C:11]3[C:6](=[CH:7][C:8]([O:12][CH3:13])=[CH:9][CH:10]=3)[N:5]=[C:4]([CH3:14])[CH:3]=2)=[CH:24][CH:25]=1)[CH2:16][CH2:17][CH3:18] |f:2.3|. Reported procedure: In a manner similar to that described in Example 35, Part A, 4-chloro-7-methoxy-2-methylquinoline and 4-butylaniline were transformed into the title compound: m.p. 245°-246° C. Reactants: Clc1nc2ccc(Br)cc2c2c(Cl)nccc12, C1CCOC1, CC(C)(C)[O-], Nc1c(F)cc(F)cc1F, [Na+]. Product: Fc1cc(F)c(Nc2nc3ccc(Br)cc3c3c(Cl)nccc23)c(F)c1. Reaction SMILES: [Br:1][c:2]1[cH:3][c:4]2[c:5]([n:6][c:7]([Cl:15])[c:8]3[cH:9][cH:10][n:11][c:12]([Cl:14])[c:13]23)[cH:16][cH:17]1.[CH2:34]1[O:35][CH2:36][CH2:37][CH2:38]1.[CH3:28][C:29]([CH3:30])([O-:31])[CH3:32].[F:18][c:19]1[c:20]([NH2:21])[c:22]([F:27])[cH:23][c:24]([F:26])[cH:25]1.[Na+:33]>>[Br:1][c:2]1[cH:3][c:4]2[c:5]([n:6][c:7]([NH:21][c:20]3[c:19]([F:18])[cH:25][c:24]([F:26])[cH:23][c:22]3[F:27])[c:8]3[cH:9][cH:10][n:11][c:12]([Cl:14])[c:13]23)[cH:16][cH:17]1. Starting materials: FC1=NC=CC=C1C1CN(CC1)C(=O)OC(C)(C)C (tert-butyl 3-(2-fluoropyridin-3-yl)pyrrolidine-1-carboxylate), C(C)(=O)OC(C)=O (acetic anhydride), C([O-])(O)=O.[Na+] (sodium bicarbonate), FC(C(=O)O)(F)F (trifluoroacetic acid). The solvent is C(Cl)Cl (DCM). Conditions: time 1 hour. Yields the product FC1=NC=CC=C1C1CN(CC1)C(C)=O (1-(3-(2-fluoropyridin-3-yl)pyrrolidin-1-yl)ethanone). As a reaction SMILES: [F:1][C:2]1[C:7]([CH:8]2[CH2:12][CH2:11][N:10]([C:13]([O:15]C(C)(C)C)=O)[CH2:9]2)=[CH:6][CH:5]=[CH:4][N:3]=1.F[C:21](F)(F)C(O)=O.C(OC(=O)C)(=O)C.C(=O)(O)[O-].[Na+]>C(Cl)Cl>[F:1][C:2]1[C:7]([CH:8]2[CH2:12][CH2:11][N:10]([C:13](=[O:15])[CH3:21])[CH2:9]2)=[CH:6][CH:5]=[CH:4][N:3]=1 |f:3.4|. Reported procedure: To tert-butyl 3-(2-fluoropyridin-3-yl)pyrrolidine-1-carboxylate (0.25 g, 0.939 mmol) dissolved in DCM (3.1 mL) was added trifluoroacetic acid (1.05 mL, 14.1 mmol). The reaction mixture was stirred at RT for 1 h. The solvent was evaporated in vacuo and to the residue dissolved in DCM (1 mL) was added acetic anhydride (0.44 mL, 4.7 mmol) and sodium bicarbonate (0.4 g, 4.7 mmol). The reaction mixture was stirred at RT under N2 for 3 h. The reaction mixture was partitioned between 1N NaOH and DCM. T...